Task: describe an organic reaction: reactants, conditions, products, and yield. Dataset: the Open Reaction Database (ORD), a public repository of structured organic reaction records Reported procedure: Dissolve (-)-N-[[[4-[2-(2,3,6,9-tetrahydro-1,3-dipropyl-2,6-dioxo-1H-purin-8-yl)propy]phenyl]oxy]acetyl]-L-alanine, t-butyl ester (5.55 g, 10 mmol) in 4N hydrochloric acid in dioxane (25 mL, 100 mmol) and stir for several hours. Evaporate the solvent in vacuo and purify by ion-exchange chromatography to give the title compound. As a reaction SMILES: [CH2:1]([N:4]1[C:12](=[O:13])[C:11]2[N:10]=[C:9]([CH:14]([CH3:36])[CH2:15][C:16]3[CH:21]=[CH:20][C:19]([O:22][CH2:23][C:24]([NH:26][C@H:27]([C:29]([O:31]C(C)(C)C)=[O:30])[CH3:28])=[O:25])=[CH:18][CH:17]=3)[NH:8][C:7]=2[N:6]([CH2:37][CH2:38][CH3:39])[C:5]1=[O:40])[CH2:2][CH3:3].O1CCOCC1>Cl>[CH2:1]([N:4]1[C:12](=[O:13])[C:11]2[N:10]=[C:9]([CH:14]([CH3:36])[CH2:15][C:16]3[CH:21]=[CH:20][C:19]([O:22][CH2:23][C:24]([NH:26][C@H:27]([C:29]([OH:31])=[O:30])[CH3:28])=[O:25])=[CH:18][CH:17]=3)[NH:8][C:7]=2[N:6]([CH2:37][CH2:38][CH3:39])[C:5]1=[O:40])[CH2:2][CH3:3]. Product: C(CC)N1C(N(C=2NC(=NC2C1=O)C(CC1=CC=C(C=C1)OCC(=O)N[C@@H](C)C(=O)O)C)CCC)=O ((-)-N-[[[4-[2-(2,3,6,9-Tetrahydro-1,3-dipropyl-2,6-dioxo-1H-purin-8-yl)propy]phenyl]oxy]acetyl]-L-alanine). Starting materials: C(CC)N1C(N(C=2NC(=NC2C1=O)C(CC1=CC=C(C=C1)OCC(=O)N[C@@H](C)C(=O)OC(C)(C)C)C)CCC)=O ((-)-N-[[[4-[2-(2,3,6,9-tetrahydro-1,3-dipropyl-2,6-dioxo-1H-purin-8-yl)propy]phenyl]oxy]acetyl]-L-alanine, t-butyl ester), O1CCOCC1 (dioxane). Run in Cl (hydrochloric acid). Starting materials: FC1=C(C=CC(=C1)F)C1C(NC(O1)=O)CC1=CC=C(C=C1)C(F)(F)F ((4RS,5SR)-5-(2,4-difluorophenyl)-4-((4-(trifluoromethyl)phenyl)methyl)-1,3-oxazolidin-2-one), [OH-].[Na+] (sodium hydroxide). Run in C(C)O (ethanol). The product is NC(C(O)C1=C(C=C(C=C1)F)F)CC1=CC=C(C=C1)C(F)(F)F ((1RS,2SR)-2-amino-1-(2,4-difluorophenyl)-3-(4-(trifluoromethyl)phenyl)-1-propanol). Isolated yield 69.9%. As a reaction SMILES: [F:1][C:2]1[CH:7]=[C:6]([F:8])[CH:5]=[CH:4][C:3]=1[CH:9]1[O:13]C(=O)[NH:11][CH:10]1[CH2:15][C:16]1[CH:21]=[CH:20][C:19]([C:22]([F:25])([F:24])[F:23])=[CH:18][CH:17]=1.[OH-].[Na+]>C(O)C>[NH2:11][CH:10]([CH2:15][C:16]1[CH:21]=[CH:20][C:19]([C:22]([F:25])([F:24])[F:23])=[CH:18][CH:17]=1)[CH:9]([C:3]1[CH:4]=[CH:5][C:6]([F:8])=[CH:7][C:2]=1[F:1])[OH:13] |f:1.2|. Procedure: To a solution of (4RS,5SR)-5-(2,4-difluorophenyl)-4-((4-(trifluoromethyl)phenyl)methyl)-1,3-oxazolidin-2-one (3.5 g, 9.8 mmol) in ethanol (60 ml) was added 8N aqueous sodium hydroxide solution (6.1 ml, 49 mmol) and the mixture was heated under reflux for 6 hrs. The reaction solution was concentrated, diluted with water (300 ml) and extracted with ethyl acetate (300 ml×2). The extract was washed with saturated brine, dried over anhydrous magnesium sulfate and evaporated under reduced pressure. Th... Reactants: CO, COC(=O)c1ccc(CN=[N+]=[N-])c(F)c1, [H][H]. The product is COC(=O)c1ccc(CN)c(F)c1. RXN SMILES: [CH3:18][OH:19].[CH3:3][O:4][C:5]([c:6]1[cH:7][c:8]([F:16])[c:9]([CH2:12][N:13]=[N+:14]=[N-:15])[cH:10][cH:11]1)=[O:17].[H:1][H:2]>>[CH3:3][O:4][C:5]([c:6]1[cH:7][c:8]([F:16])[c:9]([CH2:12][NH2:13])[cH:10][cH:11]1)=[O:17]. The reactants are Brc1ncc(Br)n2ncnc12, CN1CCN(c2ccc(Nc3ncc(-c4csc(C(N)=O)c4)n4ncnc34)cc2)CC1, CC(C)O, CCN(C(C)C)C(C)C, Nc1ccc(N2CCOCC2)c(F)c1. Product: Fc1cc(Nc2ncc(Br)n3ncnc23)ccc1N1CCOCC1. As a reaction SMILES: [Br:32][c:33]1[cH:34][n:35][c:36]([Br:42])[c:37]2[n:38]1[n:39][cH:40][n:41]2.[CH3:1][N:2]1[CH2:3][CH2:4][N:5]([c:6]2[cH:7][cH:8][c:9]([NH:10][c:11]3[c:12]4[n:13]([n:14][cH:15][n:16]4)[c:17](-[c:18]4[cH:19][c:20]([C:21]([NH2:22])=[O:23])[s:24][cH:25]4)[cH:26][n:27]3)[cH:28][cH:29]2)[CH2:30][CH2:31]1.[CH3:66][CH:67]([OH:68])[CH3:69].[CH:57]([N:58]([CH2:59][CH3:60])[CH:61]([CH3:62])[CH3:63])([CH3:64])[CH3:65].[F:43][c:44]1[cH:45][c:46]([NH2:56])[cH:47][cH:48][c:49]1[N:50]1[CH2:51][CH2:52][O:53][CH2:54][CH2:55]1>>[Br:32][c:33]1[cH:34][n:35][c:36]([NH:56][c:46]2[cH:45][c:44]([F:43])[c:49]([N:50]3[CH2:51][CH2:52][O:53][CH2:54][CH2:55]3)[cH:48][cH:47]2)[c:37]2[n:38]1[n:39][cH:40][n:41]2. Reactants: O (water), CS (Methanethiol), [H-].[Na+] (sodium hydride), C(#N)C1(CCOCC1)C1=CC(=CC(=C1)F)F (4-Cyano-4-(3,5-difluorophenyl)-3,4,5,6-tetrahydro-2H-pyran). Run in CN(C)C=O (DMF). Conditions: temperature 100 celsius. The product is C(#N)C1(CCOCC1)C1=CC(=CC(=C1)F)SC (4-Cyano-4-(5-fluoro-3-methylthiophenyl)-3,4,5,6-tetrahydro-2H-pyran). As a reaction SMILES: [CH3:1][SH:2].[H-].[Na+].[C:5]([C:7]1([C:13]2[CH:18]=[C:17]([F:19])[CH:16]=[C:15](F)[CH:14]=2)[CH2:12][CH2:11][O:10][CH2:9][CH2:8]1)#[N:6].O>CN(C=O)C>[C:5]([C:7]1([C:13]2[CH:18]=[C:17]([F:19])[CH:16]=[C:15]([S:2][CH3:1])[CH:14]=2)[CH2:12][CH2:11][O:10][CH2:9][CH2:8]1)#[N:6] |f:1.2|. Procedure details: Methanethiol was bubbled into a stirred suspension of sodium hydride (65% w/w dispersion in mineral oil, 273 mg, 7.4 mmol) in DMF (10 ml) until a clear solution was obtained. 4-Cyano-4-(3,5-difluorophenyl)-3,4,5,6-tetrahydro-2H-pyran (1.65 g, 7.4 mmol) was added and the resulting mixture was heated at 100° C. for 22 h, cooled and poured into water (100 ml). The mixture was extracted with Et2O (100 ml) and extract washed with water (100 ml), brine (100 ml) and dried (MgSO4). Removal of solvent ga...